From a dataset of the Open Reaction Database (ORD), a public repository of structured organic reaction records. describe an organic reaction: reactants, conditions, products, and yield The reactants are CO, COC(=O)C1CCC(C(=O)N(C)C)CC1, [Na+], [OH-], O. Yields the product CN(C)C(=O)C1CCC(C(=O)O)CC1. RXN SMILES: [CH3:18][OH:19].[CH3:1][N:2]([C:3](=[O:4])[CH:5]1[CH2:6][CH2:7][CH:8]([C:11](=[O:12])[O:13][CH3:14])[CH2:9][CH2:10]1)[CH3:15].[Na+:17].[OH-:16].[OH2:20]>>[CH3:1][N:2]([C:3](=[O:4])[CH:5]1[CH2:6][CH2:7][CH:8]([C:11](=[O:12])[OH:13])[CH2:9][CH2:10]1)[CH3:15]. Starting materials: CCN=C=NCCCN(C)C, Cc1ccnc(N)c1C, ClCCl, Cl, C=CCC(C(=O)O)N1C(=O)c2ccccc2C1=O, C=CC(NC1CCCC1)c1ccccc1. Product: C=CCC(C(=O)N(C1CCCC1)C(C=C)c1ccccc1)N1C(=O)c2ccccc2C1=O. RXN SMILES: [CH3:19][CH2:20][N:21]=[C:22]=[N:23][CH2:24][CH2:25][CH2:26][N:27]([CH3:28])[CH3:29].[CH3:31][c:32]1[cH:33][cH:34][n:35][c:36]([NH2:37])[c:38]1[CH3:39].[Cl:55][CH2:56][Cl:57].[ClH:30].[O:1]=[C:2]1[N:3]([CH:12]([C:13](=[O:14])[OH:15])[CH2:16][CH:17]=[CH2:18])[C:4](=[O:11])[c:5]2[cH:6][cH:7][cH:8][cH:9][c:10]21.[c:40]1([CH:46]([CH:47]=[CH2:48])[NH:49][CH:50]2[CH2:51][CH2:52][CH2:53][CH2:54]2)[cH:41][cH:42][cH:43][cH:44][cH:45]1>>[O:1]=[C:2]1[N:3]([CH:12]([C:13](=[O:15])[N:49]([CH:46]([c:40]2[cH:41][cH:42][cH:43][cH:44][cH:45]2)[CH:47]=[CH2:48])[CH:50]2[CH2:51][CH2:52][CH2:53][CH2:54]2)[CH2:16][CH:17]=[CH2:18])[C:4](=[O:11])[c:5]2[cH:6][cH:7][cH:8][cH:9][c:10]21. Starting materials: O=C([O-])[O-], CN(C)C=O, CCOC(C)=O, CCOP(=O)(CN(c1ccc2c(c1)CCN2)S(=O)(=O)c1cc(Cl)cc(Cl)c1)OCC, O=C(O)c1cc2cc(Cl)ccc2[nH]1, ClCCl, [K+], [K+], O=S(Cl)Cl. Yields the product CCOP(=O)(CN(c1ccc2c(c1)CCN2C(=O)c1cc2cc(Cl)ccc2[nH]1)S(=O)(=O)c1cc(Cl)cc(Cl)c1)OCC. RXN SMILES: [C:44](=[O:45])([O-:46])[O-:47].[CH3:57][N:58]([CH3:59])[CH:60]=[O:61].[CH3:62][CH2:63][O:64][C:65](=[O:66])[CH3:67].[Cl:14][c:15]1[cH:16][c:17]([S:22](=[O:23])(=[O:24])[N:25]([c:26]2[cH:27][c:28]3[c:32]([cH:33][cH:34]2)[NH:31][CH2:30][CH2:29]3)[CH2:35][P:36]([O:37][CH2:38][CH3:39])([O:40][CH2:41][CH3:42])=[O:43])[cH:18][c:19]([Cl:21])[cH:20]1.[Cl:1][c:2]1[cH:3][c:4]2[cH:5][c:6]([C:11](=[O:12])[OH:13])[nH:7][c:8]2[cH:9][cH:10]1.[Cl:54][CH2:55][Cl:56].[K+:48].[K+:49].[S:50]([Cl:51])([Cl:52])=[O:53]>>[Cl:1][c:2]1[cH:3][c:4]2[cH:5][c:6]([C:11](=[O:13])[N:31]3[CH2:30][CH2:29][c:28]4[cH:27][c:26]([N:25]([S:22]([c:17]5[cH:16][c:15]([Cl:14])[cH:20][c:19]([Cl:21])[cH:18]5)(=[O:23])=[O:24])[CH2:35][P:36]([O:37][CH2:38][CH3:39])([O:40][CH2:41][CH3:42])=[O:43])[cH:34][cH:33][c:32]43)[nH:7][c:8]2[cH:9][cH:10]1. Reactants: O=C([O-])[O-], COc1cc2c(Cl)cnnc2cc1OCCCN1CCCC1, [K+], [K+], CN(C)C=O, Oc1ccc2[nH]ccc2c1. The product is COc1cc2c(Oc3ccc4[nH]ccc4c3)cnnc2cc1OCCCN1CCCC1. Reaction SMILES: [C:33](=[O:34])([O-:35])[O-:36].[Cl:1][c:2]1[cH:3][n:4][n:5][c:6]2[cH:7][c:8]([O:14][CH2:15][CH2:16][CH2:17][N:18]3[CH2:19][CH2:20][CH2:21][CH2:22]3)[c:9]([O:12][CH3:13])[cH:10][c:11]12.[K+:37].[K+:38].[O:39]=[CH:40][N:41]([CH3:42])[CH3:43].[OH:23][c:24]1[cH:25][c:26]2[cH:27][cH:28][nH:29][c:30]2[cH:31][cH:32]1>>[c:2]1([O:23][c:24]2[cH:25][c:26]3[cH:27][cH:28][nH:29][c:30]3[cH:31][cH:32]2)[cH:3][n:4][n:5][c:6]2[cH:7][c:8]([O:14][CH2:15][CH2:16][CH2:17][N:18]3[CH2:19][CH2:20][CH2:21][CH2:22]3)[c:9]([O:12][CH3:13])[cH:10][c:11]12. Reactants: O=C([O-])O, CCN1CCOCC1, CCN1C(=O)C(Cc2ccccc2)CC1C(=O)O, CCN=C=NCCCN(C)C, CN(C)C=O, NCc1ccc(F)cc1Cl, ClCCl, Cl, [Na+], On1nnc2ccccc21. The product is CCN1C(=O)C(Cc2ccccc2)CC1C(=O)NCc1ccc(F)cc1Cl. RXN SMILES: [C:59](=[O:60])([O-:61])[OH:62].[CH2:19]([N:20]1[CH2:21][CH2:22][O:23][CH2:24][CH2:25]1)[CH3:26].[CH2:1]([CH3:2])[N:3]1[CH:4]([C:5](=[O:6])[OH:7])[CH2:8][CH:9]([CH2:12][c:13]2[cH:14][cH:15][cH:16][cH:17][cH:18]2)[C:10]1=[O:11].[CH3:38][N:39]([CH3:40])[CH2:41][CH2:42][CH2:43][N:44]=[C:45]=[N:46][CH2:47][CH3:48].[CH3:67][N:68]([CH3:69])[CH:70]=[O:71].[Cl:49][c:50]1[c:51]([CH2:57][NH2:58])[cH:52][cH:53][c:54]([F:56])[cH:55]1.[Cl:64][CH2:65][Cl:66].[ClH:37].[Na+:63].[OH:27][n:28]1[c:29]2[cH:30][cH:31][cH:32][cH:33][c:34]2[n:35][n:36]1>>[CH2:1]([CH3:2])[N:3]1[CH:4]([C:5](=[O:7])[NH:58][CH2:57][c:51]2[c:50]([Cl:49])[cH:55][c:54]([F:56])[cH:53][cH:52]2)[CH2:8][CH:9]([CH2:12][c:13]2[cH:14][cH:15][cH:16][cH:17][cH:18]2)[C:10]1=[O:11]. The reactants are BrC1=CC=C(C=C1)NN (p-bromophenylhydrazine), CC(C(C)=O)C (3-methylbutanone). Product: BrC=1C=C2C(C(=NC2=CC1)C)(C)C (5-bromo-2,3,3-trimethyl-3H-indole). Yield: 87.6%. Reaction SMILES: [Br:1][C:2]1[CH:7]=[CH:6][C:5]([NH:8]N)=[CH:4][CH:3]=1.[CH3:10][CH:11]([CH3:15])[C:12](=O)[CH3:13]>>[Br:1][C:2]1[CH:7]=[C:6]2[C:5](=[CH:4][CH:3]=1)[N:8]=[C:12]([CH3:13])[C:11]2([CH3:15])[CH3:10]. Reported procedure: To a 500 mL flask were added p-bromophenylhydrazine 1 (50.3 g, 0.27 mol) glacial acetic acid (300 mL) and 3-methylbutanone (40 mL, 0.37 mol). The mixture was heated at reflux for 4 h and then cooled to rt. The volatile components were removed in vacuo and the residue was partitioned between petroleum ether (350 mL) and water (100 mL). The aqueous phase was washed again with petroleum ether (2×100 mL). The combined organic solutions were dried (MgSO4) and filtered and the solvent was evaporated i...